This data is from the Open Reaction Database (ORD), a public repository of structured organic reaction records. The task is: describe an organic reaction: reactants, conditions, products, and yield The reactants are OCC=Cc1cc(Br)cc(Br)c1, CCOC(=O)C(Cc1ccc(O)cc1)OCC. The product is CCOC(=O)C(Cc1ccc(OCC=Cc2cc(Br)cc(Br)c2)cc1)OCC. As a reaction SMILES: [Br:1][c:2]1[cH:3][c:4]([CH:9]=[CH:10][CH2:11][OH:12])[cH:5][c:6]([Br:8])[cH:7]1.[CH2:13]([CH3:14])[O:15][CH:16]([C:17](=[O:18])[O:19][CH2:20][CH3:21])[CH2:22][c:23]1[cH:24][cH:25][c:26]([OH:29])[cH:27][cH:28]1>>[Br:1][c:2]1[cH:3][c:4]([CH:9]=[CH:10][CH2:11][O:12][c:26]2[cH:25][cH:24][c:23]([CH2:22][CH:16]([O:15][CH2:13][CH3:14])[C:17](=[O:18])[O:19][CH2:20][CH3:21])[cH:28][cH:27]2)[cH:5][c:6]([Br:8])[cH:7]1. Reactants: CCCN(CCC)C(=O)COc1c(Br)ccc(C(=O)OCC)c1Br, C1CCOC1, Cl, [Na+], [OH-], O. The product is CCCN(CCC)C(=O)COc1c(Br)ccc(C(=O)O)c1Br. RXN SMILES: [Br:1][c:2]1[c:3]([C:4](=[O:5])[O:6][CH2:7][CH3:8])[cH:9][cH:10][c:11]([Br:24])[c:12]1[O:13][CH2:14][C:15](=[O:16])[N:17]([CH2:18][CH2:19][CH3:20])[CH2:21][CH2:22][CH3:23].[CH2:28]1[O:29][CH2:30][CH2:31][CH2:32]1.[ClH:27].[Na+:26].[OH-:25].[OH2:33]>>[Br:1][c:2]1[c:3]([C:4](=[O:5])[OH:6])[cH:9][cH:10][c:11]([Br:24])[c:12]1[O:13][CH2:14][C:15](=[O:16])[N:17]([CH2:18][CH2:19][CH3:20])[CH2:21][CH2:22][CH3:23]. The reactants are C([O-])([O-])=O.[K+].[K+] (potassium carbonate), P(=O)(OCC)(OCC)Cl (O,O-diethyl chlorophosphate), C(#N)C=1SC(=CC1O)OCCCC (2-cyano-3-hydroxy-5-n-butoxy-thiophene). The solvent is C(C)#N (acetonitrile). Conditions: time 16 hour. The product is C(#N)C=1SC(=CC1OP(=O)(OCC)OCC)OCCCC (2-cyano-3-(diethoxyphosphoryloxy)-5-n-butoxy-thiophene). Yield: 93.3%. Reaction SMILES: C(=O)([O-])[O-].[K+].[K+].[P:7](Cl)([O:12][CH2:13][CH3:14])([O:9][CH2:10][CH3:11])=[O:8].[C:16]([C:18]1[S:19][C:20]([O:24][CH2:25][CH2:26][CH2:27][CH3:28])=[CH:21][C:22]=1[OH:23])#[N:17]>C(#N)C>[C:16]([C:18]1[S:19][C:20]([O:24][CH2:25][CH2:26][CH2:27][CH3:28])=[CH:21][C:22]=1[O:23][P:7]([O:12][CH2:13][CH3:14])([O:9][CH2:10][CH3:11])=[O:8])#[N:17] |f:0.1.2|. Reported procedure: 7.7 g of potassium carbonate and 8.6 g of O,O-diethyl chlorophosphate were added to a solution of 11 g of 2-cyano-3-hydroxy-5-n-butoxy-thiophene in 150 ml of acetonitrile and the mixture was stirred for 16 hours at room temperature and was then filtered. The filtrate was evaporated to dryness and the residue was taken up in ethyl ether. The ether phase was washed with an aqueous solution of 100 g/l of sodium chloride and then with an aqueous 0.1N sodium hydroxide solution containing 100 g/l of s... The reactants are C(C1=CC=CC=C1)N1C=2N(C(CC1C1=CC=CC=C1)(C)C)N=CC2C(CC2=CC=C(C=C2)C)=O (1-(4-Benzyl-7,7-dimethyl-5-phenyl-4,5,6,7-tetrahydropyrazolo[1,5-a]pyrimidin-3-yl)-2-(4-methylphenyl)ethanone), C(C)OC=C(C#N)S(=O)(=O)CC1=CC=C(C=C1)C (3-Ethoxy-2-p-tolylmethanesulfonylacrylonitrile), O.NN (hydrazine monohydrate). The solvent is C(C)O (ethanol). Product: C1(=CC=C(C=C1)CS(=O)(=O)C1=C(NN=C1)N)C (4-p-tolylmethanesulfonyl-2H-pyrazol-3-ylamine). As a reaction SMILES: C(N1C(C2C=CC=CC=2)CC(C)(C)[N:10]2[N:22]=CC(C(=O)CC3C=CC(C)=CC=3)=C12)C1C=CC=CC=1.C(O[CH:38]=[C:39]([S:42]([CH2:45][C:46]1[CH:51]=[CH:50][C:49]([CH3:52])=[CH:48][CH:47]=1)(=[O:44])=[O:43])[C:40]#[N:41])C.O.NN>C(O)C>[C:49]1([CH3:52])[CH:50]=[CH:51][C:46]([CH2:45][S:42]([C:39]2[CH:38]=[N:22][NH:10][C:40]=2[NH2:41])(=[O:44])=[O:43])=[CH:47][CH:48]=1 |f:2.3|. Procedure: 7,7-Dimethyl-3-(4-methylbenzyl)sulfonyl)-5-phenyl-4,7-dihydropyrazolo[1,5-a]pyrimidine (4): A slurry of 1.9 g (7.2 mmol) of 3 in 25 mL of ethanol was treated with 0.38 mL (7.9 mmol) of hydrazine monohydrate and heated to reflux for 3 h. The reaction was concentrated in vacuo to give crude 4-p-tolylmethanesulfonyl-2H-pyrazol-3-ylamine as a tan solid. The crude pyrazole, 1.3 g (7.9 mmol) of 3-methyl-1-phenyl-but-2-en-1-one and 2.8 mL (36 mmol) of trifluoroacetic acid was dissolved in 25 mL of 2-me... Starting materials: COCCOC, ClC(Cl)Cl, [Na+], [Na+], O=C([O-])[O-], N#Cc1cc(Br)cc(-c2nc(-c3ccccn3)no2)c1, OB(O)c1ccncc1. Yields the product N#Cc1cc(-c2ccncc2)cc(-c2nc(-c3ccccn3)no2)c1. RXN SMILES: [CH3:30][O:31][CH2:32][CH2:33][O:34][CH3:35].[CH:42]([Cl:43])([Cl:44])[Cl:45].[Na+:36].[Na+:37].[O-:38][C:39](=[O:40])[O-:41].[n:1]1[c:2](-[c:7]2[n:8][o:9][c:10](-[c:12]3[cH:13][c:14]([Br:20])[cH:15][c:16]([C:18]#[N:19])[cH:17]3)[n:11]2)[cH:3][cH:4][cH:5][cH:6]1.[n:21]1[cH:22][cH:23][c:24]([B:27]([OH:28])[OH:29])[cH:25][cH:26]1>>[n:1]1[c:2](-[c:7]2[n:8][o:9][c:10](-[c:12]3[cH:13][c:14](-[c:24]4[cH:23][cH:22][n:21][cH:26][cH:25]4)[cH:15][c:16]([C:18]#[N:19])[cH:17]3)[n:11]2)[cH:3][cH:4][cH:5][cH:6]1. Reactants: [Cl-].C[Al+]C (Dimethylaluminum chloride), CCCCCC (hexane), CC1=CC(C(C(C1)(C)C)C(=C)C)(C)C (1,3,3,5,5-pentamethyl-4-(1-methylethenyl)-1-cyclohexene), C(CC)=O (propionaldehyde). The solvent is ClCCl (dichloromethane). Run at temperature 25 celsius, time 16 hour. The product is C(C)C(CC(C1C(C=C(CC1(C)C)C)(C)C)=C)O (α-ethyl-2,2,4,6,6-pentamethyl-γ-methylene-3-cyclohexene-1-propanol). The yield is 22.0%. RXN SMILES: [Cl-].C[Al+]C.CCCCCC.[CH3:11][C:12]1[CH2:17][C:16]([CH3:19])([CH3:18])[CH:15]([C:20]([CH3:22])=[CH2:21])[C:14]([CH3:24])([CH3:23])[CH:13]=1.[CH:25](=[O:28])[CH2:26][CH3:27]>ClCCl>[CH2:26]([CH:25]([OH:28])[CH2:21][C:20](=[CH2:22])[CH:15]1[C:16]([CH3:18])([CH3:19])[CH2:17][C:12]([CH3:11])=[CH:13][C:14]1([CH3:24])[CH3:23])[CH3:27] |f:0.1|. Reported procedure: Dimethylaluminum chloride (60 mL of a 1 M hexane solution) was added dropwise to a solution of 1,3,3,5,5-pentamethyl-4-(1-methylethenyl)-1-cyclohexene (7.70g, 0.04 mol) and propionaldehyde (2.30g, 0.04 mol) in dichloromethane (150 mL) at 25°-30° C. over a 15 min period. The mixture was stirred at 25° C. for 16h. Work-up (as described in Example 2) and chromatography provided 2.20g of α-ethyl-2,2,4,6,6-pentamethyl-γ-methylene-3-cyclohexene-1-propanol, bp (kugelrohr bath) 125° C., 0.5 mm, (GLC pur... Starting materials: B#B (diborane), FC(C1=CC=C(C=C1)OC(C(=O)O)C)(F)F (2-(α,α,α-trifluoro-p-tolyloxy)propionic acid), ice water. Solvent: O1CCCC1 (tetrahydrofuran). Conditions: time 6 hour. Yields the product FC(C1=CC=C(C=C1)OC(CO)C)(F)F (2-(α,α,α-Trifluoro-p-tolyloxy)-1-propanol). Isolated yield 115.0%. As a reaction SMILES: B#B.[F:3][C:4]([F:18])([F:17])[C:5]1[CH:10]=[CH:9][C:8]([O:11][CH:12]([CH3:16])[C:13](O)=[O:14])=[CH:7][CH:6]=1>O1CCCC1>[F:3][C:4]([F:17])([F:18])[C:5]1[CH:6]=[CH:7][C:8]([O:11][CH:12]([CH3:16])[CH2:13][OH:14])=[CH:9][CH:10]=1. Procedure details: To 150 ml of 1M diborane in tetrahydrofuran is added 13.5 g of 2-(α,α,α-trifluoro-p-tolyloxy)propionic acid. The mixture is stirred at room temperature for 6 hrs and poured onto 400 g of ice-water. The mixture is extracted with ether and the extract dried (MgSO4) and concentrated to give 14.6 g of colorless liquid. Distillation gives 8.1 g of liquid which crystallizes to give product, mp 29°-32° C.